The task is: describe an organic reaction: reactants, conditions, products, and yield. This data is from the Open Reaction Database (ORD), a public repository of structured organic reaction records. Starting materials: COCC1=CC=NC=C1 (4-methoxymethyl pyridine), C(C)I (ethyl iodide). Run in C(C)#N (acetonitrile). Yields the product C(C)N1CCC(=CC1)COC (1-Ethyl-4-methoxymethyl-1,2,3,6-tetrahydropyridine). As a reaction SMILES: [CH3:1][O:2][CH2:3][C:4]1[CH:9]=[CH:8][N:7]=[CH:6][CH:5]=1.[CH2:10](I)[CH3:11]>C(#N)C>[CH2:10]([N:7]1[CH2:8][CH:9]=[C:4]([CH2:3][O:2][CH3:1])[CH2:5][CH2:6]1)[CH3:11]. Procedure details: 6.5 g (0.053 mol) of 4-methoxymethyl pyridine and 9.9 g of ethyl iodide are refluxed in 65 ml of acetonitrile for 1 hour. After the solvent has been distilled off the quaternary salt remaining is taken up in methanol and reduced with sodium borohydride analogously to Example 1 b). 7.8 g (95.2% of theory) of the title compound are obtained (b.p. 85° C./20 mbar). Starting materials: C1(CCCCC1)N1C[C@@H](CCC1)NC=1N=CC(=NC1)/C=C/C(=O)O ((2E)-3-(5-{[(3R)-1-cyclohexyl-3-piperidinyl]amino}-2-pyrazinyl)acrylic acid), NO (hydroxylamine), C=1C=CC2=C(C1)N=NN2O (HOBt), CCN=C=NCCCN(C)C (EDCI), CN(C)C=O (DMF). Conditions: temperature 0 celsius, time 1 hour. Product: C1(CCCCC1)N1C[C@@H](CCC1)NC=1N=CC(=NC1)/C=C/C(=O)NOC1OCCCC1 ((2E)-3-(5-{[(3R)-1-cyclohexyl-3-piperidinyl]amino}-2-pyrazinyl)-N-(tetrahydro-2H-pyran-2-yloxy)acrylamide). RXN SMILES: [CH:1]1([N:7]2[CH2:12][CH2:11][CH2:10][C@@H:9]([NH:13][C:14]3[N:15]=[CH:16][C:17](/[CH:20]=[CH:21]/[C:22]([OH:24])=O)=[N:18][CH:19]=3)[CH2:8]2)[CH2:6][CH2:5][CH2:4][CH2:3][CH2:2]1.[NH2:25][OH:26].C1C=[CH:29][C:30]2N(O)N=N[C:31]=2[CH:32]=1.CCN=C=NCCCN(C)C.CN([CH:51]=[O:52])C>>[CH:1]1([N:7]2[CH2:12][CH2:11][CH2:10][C@@H:9]([NH:13][C:14]3[N:15]=[CH:16][C:17](/[CH:20]=[CH:21]/[C:22]([NH:25][O:26][CH:29]4[CH2:30][CH2:31][CH2:32][CH2:51][O:52]4)=[O:24])=[N:18][CH:19]=3)[CH2:8]2)[CH2:2][CH2:3][CH2:4][CH2:5][CH2:6]1. Reported procedure: A mixture of (2E)-3-(5-{[(3R)-1-cyclohexyl-3-piperidinyl]amino}-2-pyrazinyl)acrylic acid (209 mg), 0-(tetrahydro-2H-pyran-2-yl)-mL) hydroxylamine (89 mg), HOBt (111 mg) and EDCI (158 mg) in DMF (4.5 mL) was stirred at 0° C. for 1 hr and the mixture was stirred at ambient temperature for 18 hrs. The reaction mixture was evaporated in vacuo and the residue was partitioned between saturated sodium bicarbonate solution and EtOAc. The organic layer was separated, washed water and brine, dried over ma... Starting materials: C1(=CC=CC=C1)C=1OC(=C(N1)C(=O)O)C(F)(F)F (2-phenyl-5-trifluoromethyl-oxazole-4-carboxylic acid), BrC1=CC=C(C=N1)N (6-bromo-pyridin-3-ylamine), ON1N=NC2=C1N=CC=C2 (1-hydroxy-7-azabenzotriazole), Cl.C(C)N=C=NCCCN(C)C (1-ethyl-3-(3-dimethylaminopropyl)carbodiimide hydrochloride). The solvent is ClCCl (dichloromethane). Conditions: time 8 hour. Yields the product BrC1=CC=C(C=N1)NC(=O)C=1N=C(OC1C(F)(F)F)C1=CC=CC=C1 (2-phenyl-5-trifluoromethyl-oxazole-4-carboxylic acid (6-bromo-pyridin-3-yl)-amide). Isolated yield 83.8%. As a reaction SMILES: [C:1]1([C:7]2[O:8][C:9]([C:15]([F:18])([F:17])[F:16])=[C:10]([C:12]([OH:14])=O)[N:11]=2)[CH:6]=[CH:5][CH:4]=[CH:3][CH:2]=1.[Br:19][C:20]1[N:25]=[CH:24][C:23]([NH2:26])=[CH:22][CH:21]=1.ON1C2N=CC=CC=2N=N1.Cl.C(N=C=NCCCN(C)C)C>ClCCl>[Br:19][C:20]1[N:25]=[CH:24][C:23]([NH:26][C:12]([C:10]2[N:11]=[C:7]([C:1]3[CH:2]=[CH:3][CH:4]=[CH:5][CH:6]=3)[O:8][C:9]=2[C:15]([F:18])([F:17])[F:16])=[O:14])=[CH:22][CH:21]=1 |f:3.4|. Reported procedure: A mixture of 2-phenyl-5-trifluoromethyl-oxazole-4-carboxylic acid (3.0 g, 11.7 mmol), 6-bromo-pyridin-3-ylamine (2.0 g, 11.7 mmol), 1-hydroxy-7-azabenzotriazole (HOAT) (2.4 g, 17.5 mmol), and 1-ethyl-3-(3-dimethylaminopropyl)carbodiimide hydrochloride (3.4 g, 17.5 mmol) in anhydrous dichloromethane (100 mL) was stirred at room temperature overnight. The reaction mixture was concentrated and partitioned between water and ethyl acetate. The organic layer was washed with brine, dried and concentrat... Starting materials: O=[N+]([O-])c1cnn(CC2CC2)c1Cl, O=C(NC1CCCNCC1)C(F)(F)F. Product: O=C(NC1CCCN(c2c([N+](=O)[O-])cnn2CC2CC2)CC1)C(F)(F)F. As a reaction SMILES: [Cl:1][c:2]1[c:3]([N+:11](=[O:12])[O-:13])[cH:4][n:5][n:6]1[CH2:7][CH:8]1[CH2:9][CH2:10]1.[F:14][C:15]([C:16](=[O:17])[NH:18][CH:19]1[CH2:20][CH2:21][NH:22][CH2:23][CH2:24][CH2:25]1)([F:26])[F:27]>>[c:2]1([N:22]2[CH2:21][CH2:20][CH:19]([NH:18][C:16]([C:15]([F:14])([F:26])[F:27])=[O:17])[CH2:25][CH2:24][CH2:23]2)[c:3]([N+:11](=[O:12])[O-:13])[cH:4][n:5][n:6]1[CH2:7][CH:8]1[CH2:9][CH2:10]1. Starting materials: ClCCCBr, O=C([O-])[O-], CCCCNc1nc(N)c2nc(OC)[nH]c2n1, O=C(O)C(F)(F)F, [K+], [K+], CN(C)C=O. The product is CCCCNc1nc(N)c2nc(OC)n(CCCCl)c2n1. RXN SMILES: [Br:31][CH2:32][CH2:33][CH2:34][Cl:35].[C:25](=[O:26])([O-:27])[O-:28].[CH2:8]([CH2:9][CH2:10][CH3:11])[NH:12][c:13]1[n:14][c:15]([NH2:24])[c:16]2[n:17][c:18]([O:22][CH3:23])[nH:19][c:20]2[n:21]1.[F:1][C:2]([F:3])([F:4])[C:5]([OH:6])=[O:7].[K+:29].[K+:30].[O:36]=[CH:37][N:38]([CH3:39])[CH3:40]>>[CH2:8]([CH2:9][CH2:10][CH3:11])[NH:12][c:13]1[n:14][c:15]([NH2:24])[c:16]2[n:17][c:18]([O:22][CH3:23])[n:19]([CH2:32][CH2:33][CH2:34][Cl:35])[c:20]2[n:21]1. The reactants are S(O)(O)(=O)=O (sulphuric acid), O=C(CNC(C(=O)NC1=CC(=CC=C1)C(F)(F)F)=O)C (N-(2-oxopropyl)-N′-[3-(trifluoromethyl)phenyl]ethanediamide). The solvent is O (water). Conditions: temperature 20 celsius, time 1 hour. The product is CC1=CNC(C(N1C1=CC(=CC=C1)C(F)(F)F)=O)=O (6-Methyl-1-[3-(trifluoromethyl)phenyl]-1,4-dihydropyrazine-2,3-dione). RXN SMILES: S(=O)(=O)(O)O.O=[C:7]([CH3:25])[CH2:8][NH:9][C:10](=[O:24])[C:11]([NH:13][C:14]1[CH:19]=[CH:18][CH:17]=[C:16]([C:20]([F:23])([F:22])[F:21])[CH:15]=1)=[O:12]>O>[CH3:25][C:7]1[N:13]([C:14]2[CH:19]=[CH:18][CH:17]=[C:16]([C:20]([F:23])([F:22])[F:21])[CH:15]=2)[C:11](=[O:12])[C:10](=[O:24])[NH:9][CH:8]=1. Procedure: Conc. sulphuric acid (2.35 L) was heated to 50-55° C. and N-(2-oxopropyl)-N′-[3-(trifluoromethyl)phenyl]ethanediamide (200 g, 1 eq)) was then added portion-wise over 2 hours to give a clear brown solution. After 3.25 hours the reaction was cooled to 20° C. The reaction mixture was then added to water (6 L), keeping the temperature below 10° C. The white slurry was then stirred at 0-5° C. for a further 1 hour before filtering. The filter cake was washed with water (2 L) and the damp product recha... Starting materials: N1=CC=CC2=CC(=CC=C12)SC(OCC)=S (dithiocarbonic acid O-ethyl ester S-quinolin-6-yl ester), CC(C)([O-])C.[K+] (potassium tert-butoxide), O(C1=CC=CC=C1)C=1C=C(COS(=O)(=O)C2=CC=C(C=C2)C)C=CC1 (toluene-4-sulfonic acid 3-phenoxybenzyl ester), CO (methanol). Run in O1CCCC1 (tetrahydrofuran). Run at time 24 hour. The product is O(C1=CC=CC=C1)C=1C=C(CSC=2C=C3C=CC=NC3=CC2)C=CC1 (6-(3-Phenoxy-benzylsulfanyl)-quinoline). Yield: 57.0%. As a reaction SMILES: [N:1]1[C:10]2[C:5](=[CH:6][C:7]([S:11][C:12](=S)OCC)=[CH:8][CH:9]=2)[CH:4]=[CH:3][CH:2]=1.[O:17]([C:24]1[CH:25]=[C:26]([CH:39]=[CH:40][CH:41]=1)COS(C1C=CC(C)=CC=1)(=O)=O)[C:18]1[CH:23]=[CH:22][CH:21]=[CH:20][CH:19]=1.CO.CC(C)([O-])C.[K+]>O1CCCC1>[O:17]([C:24]1[CH:25]=[C:26]([CH:39]=[CH:40][CH:41]=1)[CH2:12][S:11][C:7]1[CH:6]=[C:5]2[C:10](=[CH:9][CH:8]=1)[N:1]=[CH:2][CH:3]=[CH:4]2)[C:18]1[CH:23]=[CH:22][CH:21]=[CH:20][CH:19]=1 |f:3.4|. Procedure: To a solution of dithiocarbonic acid O-ethyl ester S-quinolin-6-yl ester described in Preparation Example W-1 (50 mg, 0.201 mmol), toluene-4-sulfonic acid 3-phenoxybenzyl ester (110 mg, 0.313 mmol) and methanol (1 ml) in tetrahydrofuran (5 ml) was added potassium tert-butoxide (135 mg, 1.20 mmol) under nitrogen atmosphere, which was then stirred at room temperature for 24 hours. This reaction solution was purified by thin layer silica gel chromatography (hexane:ethyl acetate=1:1), and the title ... Starting materials: B, CCOc1cc(C(=O)O)cc(N2CCS(=O)(=O)CC2)c1Cl. Yields the product CCOc1cc(CO)cc(N2CCS(=O)(=O)CC2)c1Cl. RXN SMILES: [BH3:22].[Cl:1][c:2]1[c:3]([N:14]2[CH2:15][CH2:16][S:17](=[O:20])(=[O:21])[CH2:18][CH2:19]2)[cH:4][c:5]([C:6](=[O:7])[OH:8])[cH:9][c:10]1[O:11][CH2:12][CH3:13]>>[Cl:1][c:2]1[c:3]([N:14]2[CH2:15][CH2:16][S:17](=[O:20])(=[O:21])[CH2:18][CH2:19]2)[cH:4][c:5]([CH2:6][OH:7])[cH:9][c:10]1[O:11][CH2:12][CH3:13].